From a dataset of the Open Reaction Database (ORD), a public repository of structured organic reaction records. describe an organic reaction: reactants, conditions, products, and yield Reactants: COC=1C=C(C=CC1OC)C(C(C(=O)OC)(C)C)=O (methyl 3-(3,4-dimethoxyphenyl)-2,2-dimethyl-3-oxopropanoate), COC=1C=C(C=CC1OC)C(C(C(=O)OC)(C)C)=O (methyl 3-(3,4-dimethoxyphenyl)-2,2-dimethyl-3-oxopropanoate), O.NN (hydrazine hydrate). Solvent: C(C)O (ethanol). Product: COC=1C=C(C=CC1OC)C=1C(C(NN1)=O)(C)C (5-(3,4-Dimethoxyphenyl)-4,4-dimethyl-2,4-dihydro-3H-pyrazol-3-one). Reaction SMILES: [CH3:1][O:2][C:3]1[CH:4]=[C:5]([C:11](=O)[C:12]([CH3:18])([CH3:17])[C:13](OC)=[O:14])[CH:6]=[CH:7][C:8]=1[O:9][CH3:10].O.[NH2:21][NH2:22]>C(O)C>[CH3:1][O:2][C:3]1[CH:4]=[C:5]([C:11]2[C:12]([CH3:18])([CH3:17])[C:13](=[O:14])[NH:21][N:22]=2)[CH:6]=[CH:7][C:8]=1[O:9][CH3:10] |f:1.2|. Procedure: 192 g of methyl 3-(3,4-dimethoxyphenyl)-2,2-dimethyl-3-oxopropanoate (compound D1) is dissolved in 600 ml of ethanol, 145 ml hydrazine hydrate is added and the mixture is heated under reflux for 17 h. The mixture is concentrated in vacuo, resuspended in 400 ml of ethanol and concentrated again. The solids are refluxed for 60 min in 400 ml of ethanol, cooled to RT and filtered. The product is washed with 50 ml of ethanol followed by 100 ml of diethyl ether and dried in vacuo at 50° C.